Dataset: the Open Reaction Database (ORD), a public repository of structured organic reaction records. Task: describe an organic reaction: reactants, conditions, products, and yield Reactants: S=C1NC(SC1)=O (4-thioxo-1,3-thiazolidin-2-one), C(C)O.C(C)N (ethanamine ethanol). Run in C(C)O (ethanol). Conditions: time 3 hour. Yields the product C(C)NC1=NC(SC1)=O (4-(ethylamino)-1,3-thiazol-2(5H)-one). Yield: 46.2%. RXN SMILES: S=[C:2]1[CH2:6][S:5][C:4](=[O:7])[NH:3]1.C(O)C.[CH2:11]([NH2:13])[CH3:12]>C(O)C>[CH2:11]([NH:13][C:2]1[CH2:6][S:5][C:4](=[O:7])[N:3]=1)[CH3:12] |f:1.2|. Procedure details: To a solution of 4-thioxo-1,3-thiazolidin-2-one (640 mg) in ethanol (6 mL) was added 30% ethanamine ethanol solution (722 mg), and the mixture was stirred at room temperature for 3 hr. The reaction mixture was concentrated under reduced pressure, and the residue was washed with 2-propanol to give the title compound (320 mg). The reactants are N(CC(=O)O)C(=O)OCC1C2=CC=CC=C2C2=CC=CC=C12 (Fmoc-Gly-OH), CONC (CH3ONHCH3), C=1C=CC2=C(C1)N=NN2O (HOBt), CCN=C=NCCCN(C)C.Cl (WSCI.HCl), CCN(C(C)C)C(C)C (DIEA). The solvent is CN(C)C=O (DMF). Reaction conditions: time 8 hour. Yields the product N(CC(=O)N(C)OC)C(=O)OCC1C2=CC=CC=C2C2=CC=CC=C12 (Fmoc-Gly-N(CH3)OCH3). Reaction SMILES: [NH:1]([C:6]([O:8][CH2:9][CH:10]1[C:22]2[C:17](=[CH:18][CH:19]=[CH:20][CH:21]=2)[C:16]2[C:11]1=[CH:12][CH:13]=[CH:14][CH:15]=2)=[O:7])[CH2:2][C:3]([OH:5])=O.[CH3:23][O:24][NH:25][CH3:26].C1C=CC2N(O)N=NC=2C=1.CCN=C=NCCCN(C)C.Cl.CCN(C(C)C)C(C)C>CN(C=O)C>[NH:1]([C:6]([O:8][CH2:9][CH:10]1[C:11]2[C:16](=[CH:15][CH:14]=[CH:13][CH:12]=2)[C:17]2[C:22]1=[CH:21][CH:20]=[CH:19][CH:18]=2)=[O:7])[CH2:2][C:3]([N:25]([O:24][CH3:23])[CH3:26])=[O:5] |f:3.4|. Procedure: Fmoc-Gly-OH, 1 g (3.36 mmol), 361.0 mg (3.70 mmol) of CH3ONHCH3 and 447.3 mg (3.53 mmol) of HOBt were dissolved in DMF. Under ice cooling, 677 mg (3.53 mmol) of WSCI.HCl and 1.94 mL (11.1 mmol) of DIEA were added to the solution, followed by stirring overnight. After the reaction solution was concentrated, 10% aqueous citric acid solution was added and the precipitated solid was extracted with AcOEt. The organic layer was washed with 10% aqueous citric acid solution, 5% NaHCO3 aqueous solution a... Reactants: C(C)(=O)[O-].[Na+] (sodium acetate), ClC(CO)C (2-chloropropanol), C=C1CC(=O)O1 (diketene). The product is C(CC(=O)C)(=O)OCC(C)Cl (2-chloropropyl acetoacetate). The yield is 69.2%. As a reaction SMILES: C([O-])(=O)C.[Na+].[Cl:6][CH:7]([CH3:10])[CH2:8][OH:9].[CH2:11]=[C:12]1[O:16][C:14](=[O:15])[CH2:13]1>>[C:14]([O:9][CH2:8][CH:7]([Cl:6])[CH3:10])(=[O:15])[CH2:13][C:12]([CH3:11])=[O:16] |f:0.1|. Procedure details: 0.7 g of sodium acetate was added to 7.5 g of 2-chloropropanol, to which 7.4 g of diketene was added dropwise with stirring while the reaction temperature was maintained at 40°-50° C. The reaction mixture was stirred at room temperature for an additional 2 hours and then worked up in the manner described in Referential Example 4. The resulting crude product was purified by distillation to obtain 9.8 g of 2-chloropropyl acetoacetate. Starting materials: O=C([O-])O, CCO, CCOC(C)=O, I, Nc1ccc2c(c1)CCC(=O)N2CCCN1CCCCC1, [Na+], CSC(=N)c1cccs1. Product: N=C(Nc1ccc2c(c1)CCC(=O)N2CCCN1CCCCC1)c1cccs1. Reaction SMILES: [C:41](=[O:42])([O-:43])[OH:44].[CH3:32][CH2:33][OH:34].[CH3:35][CH2:36][O:37][C:38](=[O:39])[CH3:40].[IH:22].[NH2:1][c:2]1[cH:3][c:4]2[c:9]([cH:10][cH:11]1)[N:8]([CH2:12][CH2:13][CH2:14][N:15]1[CH2:16][CH2:17][CH2:18][CH2:19][CH2:20]1)[C:7](=[O:21])[CH2:6][CH2:5]2.[Na+:45].[s:23]1[c:24]([C:28](=[NH:29])[S:30][CH3:31])[cH:25][cH:26][cH:27]1>>[NH:1]([c:2]1[cH:3][c:4]2[c:9]([cH:10][cH:11]1)[N:8]([CH2:12][CH2:13][CH2:14][N:15]1[CH2:16][CH2:17][CH2:18][CH2:19][CH2:20]1)[C:7](=[O:21])[CH2:6][CH2:5]2)[C:28]([c:24]1[s:23][cH:27][cH:26][cH:25]1)=[NH:29]. Starting materials: ice, FF (fluorine), FF (fluorine), ice, saturated aqueous solution, C(O)([O-])=O.[Na+] (sodium hydrogen carbonate), C(C)(=O)OCC (ethyl acetate), NC=1C(=NC=CN1)C(=O)N (3-amino-2-pyrazinecarboxamide). Reaction SMILES: [NH2:1][C:2]1[C:3]([C:8]([NH2:10])=[O:9])=[N:4][CH:5]=[CH:6][N:7]=1.[F:11]F.C(=O)([O-])O.[Na+].C(OCC)(=O)C>FC(F)(F)C(O)=O>[NH2:1][C:2]1[C:3]([C:8]([NH2:10])=[O:9])=[N:4][C:5]([F:11])=[CH:6][N:7]=1 |f:2.3|. Solvent: FC(C(=O)O)(F)F (trifluoroacetic acid). The product is NC=1C(=NC(=CN1)F)C(=O)N (3-amino-6-fluoro-2-pyrazinecarboxamide). Procedure details: In 9 mL of trifluoroacetic acid was dissolved 0.3 g of 3-amino-2-pyrazinecarboxamide. At an ice-cooled temperature, 10% fluorine gas (a fluorine gas diluted with nitrogen gas) was introduced into the solution at a rate of 45 ml per minute for a period of 22 minutes. After stirring the mixture at an ice-cooled temperature for 17 minutes, the temperature was elevated to room temperature. The reaction mixture was added to a mixture of 30 mL of saturated aqueous solution of sodium hydrogen carbonate... Reactants: O=C([O-])[O-], CCI, CN1CCCC1=O, Cc1nc2c(-c3ccc(O)cc3)n(-c3ccccc3Cl)nc2c(=O)n1CC(F)(F)F, [Cs+], [Cs+], O=C(O)CC(O)(CC(=O)O)C(=O)O. Product: CCOc1ccc(-c2c3nc(C)n(CC(F)(F)F)c(=O)c3nn2-c2ccccc2Cl)cc1. RXN SMILES: [C:34](=[O:35])([O-:36])[O-:37].[CH2:1]([CH3:2])[I:3].[CH3:40][N:41]1[CH2:42][CH2:43][CH2:44][C:45]1=[O:46].[Cl:4][c:5]1[c:6](-[n:11]2[n:12][c:13]3[c:14]([n:15][c:16]([CH3:25])[n:17]([CH2:20][C:21]([F:22])([F:23])[F:24])[c:18]3=[O:19])[c:26]2-[c:27]2[cH:28][cH:29][c:30]([OH:33])[cH:31][cH:32]2)[cH:7][cH:8][cH:9][cH:10]1.[Cs+:38].[Cs+:39].[OH:47][C:48]([CH2:49][C:50]([C:51](=[O:52])[OH:53])([CH2:54][C:55](=[O:56])[OH:57])[OH:58])=[O:59]>>[CH2:1]([CH3:2])[O:33][c:30]1[cH:29][cH:28][c:27](-[c:26]2[n:11](-[c:6]3[c:5]([Cl:4])[cH:10][cH:9][cH:8][cH:7]3)[n:12][c:13]3[c:14]2[n:15][c:16]([CH3:25])[n:17]([CH2:20][C:21]([F:22])([F:23])[F:24])[c:18]3=[O:19])[cH:32][cH:31]1. The reactants are C(C1=CC=CC=C1)N1N=C(C(=C1)CO)OCC1=CC(=C(C=C1)OC)OCC=1N=C(OC1C)C=1OC=CC1 ({1-benzyl-3-[(3-{[2-(2-furyl)-5-methyl-1,3-oxazol-4-yl]methoxy}-4-methoxybenzyl)oxy]-1H-pyrazol-4-yl}methanol). Reagents/catalysts: [O-2].[O-2].[Mn+4] (manganese dioxide). Run in O1CCCC1 (tetrahydrofuran). Conditions: time 15 hour. The product is C(C1=CC=CC=C1)N1N=C(C(=C1)C=O)OCC1=CC(=C(C=C1)OC)OCC=1N=C(OC1C)C=1OC=CC1 (1-benzyl-3-[(3-{[2-(2-furyl)-5-methyl-1,3-oxazol-4-yl]methoxy}-4-methoxybenzyl)oxy]-1H-pyrazole-4-carbaldehyde). Isolated yield 90.4%. Reaction SMILES: [CH2:1]([N:8]1[CH:12]=[C:11]([CH2:13][OH:14])[C:10]([O:15][CH2:16][C:17]2[CH:22]=[CH:21][C:20]([O:23][CH3:24])=[C:19]([O:25][CH2:26][C:27]3[N:28]=[C:29]([C:33]4[O:34][CH:35]=[CH:36][CH:37]=4)[O:30][C:31]=3[CH3:32])[CH:18]=2)=[N:9]1)[C:2]1[CH:7]=[CH:6][CH:5]=[CH:4][CH:3]=1>[O-2].[O-2].[Mn+4].O1CCCC1>[CH2:1]([N:8]1[CH:12]=[C:11]([CH:13]=[O:14])[C:10]([O:15][CH2:16][C:17]2[CH:22]=[CH:21][C:20]([O:23][CH3:24])=[C:19]([O:25][CH2:26][C:27]3[N:28]=[C:29]([C:33]4[O:34][CH:35]=[CH:36][CH:37]=4)[O:30][C:31]=3[CH3:32])[CH:18]=2)=[N:9]1)[C:2]1[CH:3]=[CH:4][CH:5]=[CH:6][CH:7]=1 |f:1.2.3|. Reported procedure: A mixture of {1-benzyl-3-[(3-{[2-(2-furyl)-5-methyl-1,3-oxazol-4-yl]methoxy}-4-methoxybenzyl)oxy]-1H-pyrazol-4-yl}methanol (0.60 g), activated manganese dioxide (2.0 g) and tetrahydrofuran (50 mL) was stirred at room temperature for 15 hrs. Manganese dioxide was removed by filtration and the filtrate was concentrated. The obtained crystals were collected by filtration to give 1-benzyl-3-[(3-{[2-(2-furyl)-5-methyl-1,3-oxazol-4-yl]methoxy}-4-methoxybenzyl)oxy]-1H-pyrazole-4-carbaldehyde (0.54 g, y... Starting materials: FC1=C(C=CC=C1)NCC=1C=C(C(=O)OC)C=CC1 (methyl 3-(((2-fluorophenyl)amino)methyl)benzoate), C(O[C@H]1CN2CCC1CC2)(=O)Cl ((R)-quinuclidin-3-yl carbonochloridate), Cl.C(O[C@H]1CN2CCC1CC2)(=O)Cl ((R)-quinuclidin-3-yl carbonochloridate hydrochloride). The reagents and catalysts are CN(C1=CC=NC=C1)C (4-(dimethylamino)pyridine). The solvent is N1=CC=CC=C1 (pyridine). Reaction conditions: temperature 0 celsius, time 1 hour. Product: N (ammonia), FC1=C(C=CC=C1)N(C(=O)O[C@H]1CN2CCC1CC2)CC=2C=C(C(=O)OC)C=CC2 ((R)-methyl 3-(((2-fluorophenyl)((quinuclidin-3-yloxy)carbonyl)amino)-methyl)benzoate). Isolated yield 146.3%. RXN SMILES: [F:1][C:2]1[CH:7]=[CH:6][CH:5]=[CH:4][C:3]=1[NH:8][CH2:9][C:10]1[CH:11]=[C:12]([CH:17]=[CH:18][CH:19]=1)[C:13]([O:15][CH3:16])=[O:14].Cl.[C:21](Cl)(=[O:31])[O:22][C@@H:23]1[CH:28]2[CH2:29][CH2:30][N:25]([CH2:26][CH2:27]2)[CH2:24]1.C(Cl)(=O)O[C@@H]1C2CCN(CC2)C1>N1C=CC=CC=1.CN(C)C1C=CN=CC=1>[NH3:8].[F:1][C:2]1[CH:7]=[CH:6][CH:5]=[CH:4][C:3]=1[N:8]([CH2:9][C:10]1[CH:11]=[C:12]([CH:17]=[CH:18][CH:19]=1)[C:13]([O:15][CH3:16])=[O:14])[C:21]([O:22][C@@H:23]1[CH:28]2[CH2:29][CH2:30][N:25]([CH2:26][CH2:27]2)[CH2:24]1)=[O:31] |f:1.2|. Procedure: To a stirred solution of methyl 3-(((2-fluorophenyl)amino)methyl)benzoate (0.3 g, 1.157 mmol) in anhydrous pyridine (6 mL) at 0° C. under N2 was added 4-(dimethylamino)pyridine (0.014 g, 0.116 mmol) followed by (R)-quinuclidin-3-yl carbonochloridate hydrochloride (0.314 g, 1.39 mmol) in one portion. After stirring at 0° C. for 1 hour the reaction was allowed to warm to room temperature. After 2.5 hours, further (R)-quinuclidin-3-yl carbonochloridate (0.628 g, 2.777 mmol) was added, and the react... Starting materials: C1COCCN1, CN(C(=O)Oc1ccc(NC(=O)CC(C)(C)CC(=O)O)cn1)c1ccccc1, [Cl-], ClCCl, O=S(Cl)Cl. Product: CN(C(=O)Oc1ccc(NC(=O)CC(C)(C)CC(=O)N2CCOCC2)cn1)c1ccccc1. As a reaction SMILES: [CH2:34]1[CH2:35][O:36][CH2:37][CH2:38][NH:39]1.[CH3:5][C:6]([CH2:7][C:8](=[O:9])[OH:10])([CH2:11][C:12]([NH:13][c:14]1[cH:15][n:16][c:17]([O:20][C:21]([N:22]([c:23]2[cH:24][cH:25][cH:26][cH:27][cH:28]2)[CH3:29])=[O:30])[cH:18][cH:19]1)=[O:31])[CH3:32].[Cl-:33].[Cl:40][CH2:41][Cl:42].[S:1]([Cl:2])([Cl:3])=[O:4]>>[CH3:5][C:6]([CH2:7][C:8](=[O:10])[N:39]1[CH2:34][CH2:35][O:36][CH2:37][CH2:38]1)([CH2:11][C:12]([NH:13][c:14]1[cH:15][n:16][c:17]([O:20][C:21]([N:22]([c:23]2[cH:24][cH:25][cH:26][cH:27][cH:28]2)[CH3:29])=[O:30])[cH:18][cH:19]1)=[O:31])[CH3:32].